The task is: describe an organic reaction: reactants, conditions, products, and yield. This data is from the Open Reaction Database (ORD), a public repository of structured organic reaction records. RXN SMILES: [Br:10][c:11]1[c:12]([Cl:21])[c:13]([N+:18]([O-:19])=[O:20])[cH:14][c:15]([Cl:17])[cH:16]1.[Br:1][c:2]1[c:3]([Cl:4])[c:5]([NH2:9])[cH:6][cH:7][cH:8]1>>[Br:10][c:11]1[c:12]([Cl:21])[c:13]([NH2:18])[cH:14][c:15]([Cl:17])[cH:16]1. The reactants are O=[N+]([O-])c1cc(Cl)cc(Br)c1Cl, Nc1cccc(Br)c1Cl. Product: Nc1cc(Cl)cc(Br)c1Cl. Reactants: ClC1=CC(=C(C=C1)C=1N=NC(=CC1)OC1CC(NC(C1)(C)C)(C)C)OC (3-(4-chloro-2-methoxyphenyl)-6-((2,2,6,6-tetramethylpiperidin-4-yl)oxy)pyridazine), CC1(OB(OC1(C)C)C=1C=NNC1)C (4-(4,4,5,5-tetramethyl-1,3,2-dioxaborolan-2-yl)-1H-pyrazole), C(=O)([O-])[O-].[K+].[K+] (K2CO3). The reagents and catalysts are [Pd] (Pd). The solvent is C(C)O.O (ethanol water). Reaction conditions: temperature 160 celsius. Product: COC1=C(C=CC(=C1)C=1C=NNC1)C=1N=NC(=CC1)OC1CC(NC(C1)(C)C)(C)C (3-(2-Methoxy-4-(1H-pyrazol-4-yl)phenyl)-6-((2,2,6,6-tetramethylpiperidin-4-yl)oxy)pyridazine). Yield: 0.0%. As a reaction SMILES: Cl[C:2]1[CH:7]=[CH:6][C:5]([C:8]2[N:9]=[N:10][C:11]([O:14][CH:15]3[CH2:20][C:19]([CH3:22])([CH3:21])[NH:18][C:17]([CH3:24])([CH3:23])[CH2:16]3)=[CH:12][CH:13]=2)=[C:4]([O:25][CH3:26])[CH:3]=1.CC1(C)C(C)(C)OB([C:35]2[CH:36]=[N:37][NH:38][CH:39]=2)O1.C([O-])([O-])=O.[K+].[K+]>C(O)C.O.[Pd]>[CH3:26][O:25][C:4]1[CH:3]=[C:2]([C:35]2[CH:36]=[N:37][NH:38][CH:39]=2)[CH:7]=[CH:6][C:5]=1[C:8]1[N:9]=[N:10][C:11]([O:14][CH:15]2[CH2:20][C:19]([CH3:21])([CH3:22])[NH:18][C:17]([CH3:23])([CH3:24])[CH2:16]2)=[CH:12][CH:13]=1 |f:2.3.4,5.6|. Procedure: SiliaCat® DPP-Pd (0.37 g, 0.10 mmol) was added to a microwave vial containing a mixture of 3-(4-chloro-2-methoxyphenyl)-6-((2,2,6,6-tetramethylpiperidin-4-yl)oxy)pyridazine (0.36 g, 0.96 mmol), 4-(4,4,5,5-tetramethyl-1,3,2-dioxaborolan-2-yl)-1H-pyrazole (0.47 g, 2.4 mmol), and K2CO3 (0.53 g, 3.8 mmol) in ethanol/water (10:1, 6.6 mL). The reaction mixture was sealed, then heated in a microwave reactor at 160° C. for 1 h. After cooling, the reaction was purified by solid phase extraction (5 g Sili...